From a dataset of the Open Reaction Database (ORD), a public repository of structured organic reaction records. describe an organic reaction: reactants, conditions, products, and yield Reactants: N(N)C1=NC=CC(=C1)C1=CC(=CC2=CC(=C(C=C12)OCC)OCC)CO (1-(2-Hydrazino-4-pyridyl)-3-hydroxymethyl-6,7-diethoxynaphthalene), C(=O)(O)C1=C(C=CC=C1)C(=O)C1=CC=C(C=C1)Cl (1-carboxy-2-(4-chlorophenylcarbonyl)benzene). The solvent is C(CO)O (ethylene glycol). The product is ClC1=CC=C(C=C1)C1=NN(C(C2=CC=CC=C12)=O)C1=NC=CC(=C1)C1=CC(=CC2=CC(=C(C=C12)OCC)OCC)CO (1-[2-{4-(4-chlorophenyl)-1(2H)-phthalazinon-2-yl}-4-pyridyl]-3-hydroxymethyl-6,7-diethoxynaphthalene). Yield: 85.3%. Reaction SMILES: [NH:1]([C:3]1[CH:8]=[C:7]([C:9]2[C:18]3[C:13](=[CH:14][C:15]([O:22][CH2:23][CH3:24])=[C:16]([O:19][CH2:20][CH3:21])[CH:17]=3)[CH:12]=[C:11]([CH2:25][OH:26])[CH:10]=2)[CH:6]=[CH:5][N:4]=1)[NH2:2].[C:27]([C:30]1[CH:35]=[CH:34][CH:33]=[CH:32][C:31]=1[C:36]([C:38]1[CH:43]=[CH:42][C:41]([Cl:44])=[CH:40][CH:39]=1)=O)(O)=[O:28]>C(O)CO>[Cl:44][C:41]1[CH:40]=[CH:39][C:38]([C:36]2[C:31]3[C:30](=[CH:35][CH:34]=[CH:33][CH:32]=3)[C:27](=[O:28])[N:1]([C:3]3[CH:8]=[C:7]([C:9]4[C:18]5[C:13](=[CH:14][C:15]([O:22][CH2:23][CH3:24])=[C:16]([O:19][CH2:20][CH3:21])[CH:17]=5)[CH:12]=[C:11]([CH2:25][OH:26])[CH:10]=4)[CH:6]=[CH:5][N:4]=3)[N:2]=2)=[CH:43][CH:42]=1. Procedure: 1-(2-Hydrazino-4-pyridyl)-3-hydroxymethyl-6,7-diethoxynaphthalene (177 mg), 1-carboxy-2-(4-chlorophenylcarbonyl)benzene (137 mg) and ethylene glycol (1 ml) are treated in the same manner as in Example 104-(3) to give 1-[2-{4-(4-chlorophenyl)-1(2H)-phthalazinon-2-yl}-4-pyridyl]-3-hydroxymethyl-6,7-diethoxynaphthalene (247 mg), which is listed in Table 14. Reactants: CCN(C(C)C)C(C)C, ClCCl, Fc1ccc2c(c1)CCNC2c1ccc(C(F)(F)F)cc1, O=C=Nc1ccc(F)cc1. The product is O=C(Nc1ccc(F)cc1)N1CCc2cc(F)ccc2C1c1ccc(C(F)(F)F)cc1. Reaction SMILES: [CH:22]([N:23]([CH:24]([CH3:25])[CH3:26])[CH2:27][CH3:28])([CH3:29])[CH3:30].[Cl:41][CH2:42][Cl:43].[F:1][c:2]1[cH:3][c:4]2[c:9]([cH:10][cH:11]1)[CH:8]([c:12]1[cH:13][cH:14][c:15]([C:18]([F:19])([F:20])[F:21])[cH:16][cH:17]1)[NH:7][CH2:6][CH2:5]2.[F:31][c:32]1[cH:33][cH:34][c:35]([N:38]=[C:39]=[O:40])[cH:36][cH:37]1>>[F:1][c:2]1[cH:3][c:4]2[c:9]([cH:10][cH:11]1)[CH:8]([c:12]1[cH:13][cH:14][c:15]([C:18]([F:19])([F:20])[F:21])[cH:16][cH:17]1)[N:7]([C:39]([NH:38][c:35]1[cH:34][cH:33][c:32]([F:31])[cH:37][cH:36]1)=[O:40])[CH2:6][CH2:5]2. Reactants: BrC=1C=C(C=CC1C#N)N[C@@H](C(=O)N)CC(C)C ((R)-2-(3-bromo-4-cyanophenylamino)-4-methylpentanamide), NC1=CC(=NO1)C (5-amino-3-methylisoxazole), O.O.O.[O-]C1=CC=CC=C1.[Na+] (sodium phenoxide trihydrate), CC1(C2=C(C(=CC=C2)P(C3=CC=CC=C3)C4=CC=CC=C4)OC5=C(C=CC=C51)P(C6=CC=CC=C6)C7=CC=CC=C7)C (xantphos). The reagents and catalysts are C=1C=CC(=CC1)/C=C/C(=O)/C=C/C2=CC=CC=C2.C=1C=CC(=CC1)/C=C/C(=O)/C=C/C2=CC=CC=C2.C=1C=CC(=CC1)/C=C/C(=O)/C=C/C2=CC=CC=C2.[Pd].[Pd] (Pd2(dba)3). Run in O1CCOCC1 (dioxane). Product: C(#N)C1=C(C=C(C=C1)N[C@@H](C(=O)N)CC(C)C)NC1=CC(=NO1)C ((R)-2-(4-cyano-3-(3-methylisoxazol-5-ylamino)phenylamino)-4-methylpentanamide). The yield is 15.8%. As a reaction SMILES: Br[C:2]1[CH:3]=[C:4]([NH:10][C@H:11]([CH2:15][CH:16]([CH3:18])[CH3:17])[C:12]([NH2:14])=[O:13])[CH:5]=[CH:6][C:7]=1[C:8]#[N:9].[NH2:19][C:20]1[O:24][N:23]=[C:22]([CH3:25])[CH:21]=1.O.O.O.[O-]C1C=CC=CC=1.[Na+].CC1(C)C2C(=C(P(C3C=CC=CC=3)C3C=CC=CC=3)C=CC=2)OC2C(P(C3C=CC=CC=3)C3C=CC=CC=3)=CC=CC1=2>O1CCOCC1.C1C=CC(/C=C/C(/C=C/C2C=CC=CC=2)=O)=CC=1.C1C=CC(/C=C/C(/C=C/C2C=CC=CC=2)=O)=CC=1.C1C=CC(/C=C/C(/C=C/C2C=CC=CC=2)=O)=CC=1.[Pd].[Pd]>[C:8]([C:7]1[CH:6]=[CH:5][C:4]([NH:10][C@H:11]([CH2:15][CH:16]([CH3:18])[CH3:17])[C:12]([NH2:14])=[O:13])=[CH:3][C:2]=1[NH:19][C:20]1[O:24][N:23]=[C:22]([CH3:25])[CH:21]=1)#[N:9] |f:2.3.4.5.6,9.10.11.12.13|. Procedure details: A mixture of (R)-2-(3-bromo-4-cyanophenylamino)-4-methylpentanamide (120 mg, 0.387 mmol), 5-amino-3-methylisoxazole (60 mg, 0.612 mmol), sodium phenoxide trihydrate (100 mg, 0.588 mmol), xantphos (25 mg, 0.043 mmol) and Pd2(dba)3 (20 mg, 0.021 mmol) in dioxane (3 mL) was degassed with Ar, then was heated at 170 C for 15 min by microwave. It was concentrated in vacuo. The residue was purified by HPLC to give (R)-2-(4-cyano-3-(3-methylisoxazol-5-ylamino)phenylamino)-4-methylpentanamide (20 mg).